From a dataset of the Open Reaction Database (ORD), a public repository of structured organic reaction records. describe an organic reaction: reactants, conditions, products, and yield Reaction conditions: temperature 0 celsius, time 2 hour. RXN SMILES: [Cl:1][C:2]1[CH:3]=[CH:4][C:5]2[CH:6]=[C:7]3[CH2:14][NH:13][CH2:12][C@@H:11]([CH3:15])[N:8]3[C:9]=2[CH:10]=1.[BH4-].[Na+].[OH-].[Na+]>O1CCCC1.FC(F)(F)C(O)=O>[Cl:1][C:2]1[CH:3]=[CH:4][C:5]2[CH2:6][C@@H:7]3[CH2:14][NH:13][CH2:12][C@@H:11]([CH3:15])[N:8]3[C:9]=2[CH:10]=1.[Cl:1][C:2]1[CH:3]=[CH:4][C:5]2[CH2:6][C@H:7]3[CH2:14][NH:13][CH2:12][C@@H:11]([CH3:15])[N:8]3[C:9]=2[CH:10]=1 |f:1.2,3.4,5.6|. Starting materials: ClC=1C=CC=2C=C3N(C2C1)[C@@H](CNC3)C ((4R)-7-Chloro-4-methyl-1,2,3,4-tetrahydro-pyrazino[1,2-a]indole), [OH-].[Na+] (NaOH), [BH4-].[Na+] (Sodium borohydride). Yields the product ClC=1C=CC=2C[C@H]3N(C2C1)[C@@H](CNC3)C ((4R,10aR)-7-chloro-4-methyl-1,2,3,4,10,10a-hexahydro-pyrazino[1,2-a]indole), ClC=1C=CC=2C[C@@H]3N(C2C1)[C@@H](CNC3)C ((4R,10aS)-7-chloro-4-methyl-1,2,3,4,10,10a-hexahydro-pyrazino[1,2-a]indole). Yield: 9.0%. Run in O1CCCC1.FC(C(=O)O)(F)F (tetrahydrofuran trifluoroacetic acid). Procedure details: (4R)-7-Chloro-4-methyl-1,2,3,4-tetrahydro-pyrazino[1,2-a]indole (0.180 g; 0.816 mmol) is dissolved in a tetrahydrofuran/trifluoroacetic acid mixture (1:2; 7.5 ml) and cooled to 0° C. Sodium borohydride (62 mg; 1.63 mmol) was added and the solution was stirred for 2 h. The reaction mixture was poured in an aqueous NaOH solution, basified to ph 14 and extracted twice with ethyl-acetate. Organic phases were pooled, dried with MgSO4 and the solvent was evaporated. Chromatography on silica gel (dichl...